From a dataset of the Open Reaction Database (ORD), a public repository of structured organic reaction records. describe an organic reaction: reactants, conditions, products, and yield The reactants are CC1([C@@H]([C@@H]1C#CC(OCC(Cl)(Cl)Cl)=O)C(=O)O[C@@H](C1=CC(=CC=C1)OC1=CC=CC=C1)C)C ((R)α-methyl-3-phenoxy-benzyl(1R,cis)2,2-dimethyl-3-[3-oxo-3-(2,2,2-trichloroethoxy)-1-propynyl]-cyclopropane-carboxylate), C(C)(=O)O (acetic acid), O (water). Reagents/catalysts: [Zn] (zinc), [Zn] (zinc). Run in C(Cl)Cl (methylene chloride). Reaction conditions: time 30 minute. Yields the product CC1([C@@H]([C@@H]1C#CC(O)=O)C(=O)O[C@@H](C1=CC(=CC=C1)OC1=CC=CC=C1)C)C ((R)α-methyl-3-phenoxy-benzyl(1R,cis)2,2-dimethyl-3-[3-oxo-3-hydroxy-1-propynyl]-cyclopropane-carboxylate). The yield is 98.8%. RXN SMILES: [CH3:1][C:2]1([CH3:33])[C@@H:4]([C:5]#[C:6][C:7](=[O:14])[O:8]CC(Cl)(Cl)Cl)[C@H:3]1[C:15]([O:17][C@H:18]([CH3:32])[C:19]1[CH:24]=[CH:23][CH:22]=[C:21]([O:25][C:26]2[CH:31]=[CH:30][CH:29]=[CH:28][CH:27]=2)[CH:20]=1)=[O:16].C(O)(=O)C.O>C(Cl)Cl.[Zn]>[CH3:1][C:2]1([CH3:33])[C@@H:4]([C:5]#[C:6][C:7](=[O:8])[OH:14])[C@H:3]1[C:15]([O:17][C@H:18]([CH3:32])[C:19]1[CH:24]=[CH:23][CH:22]=[C:21]([O:25][C:26]2[CH:27]=[CH:28][CH:29]=[CH:30][CH:31]=2)[CH:20]=1)=[O:16]. Procedure details: A solution of 4.16 g of the product of Step A in 4 ml of methylene chloride was admixed with 45 ml of acetic acid containing 10% of water and 0.53 g of zinc powder and the mixture was stirred for 30 minutes at room temperature, then another 0.53 g of zinc powder were added 4 times until The reaction was complete and after 3 hours contact, the mixture was filtered. The filtrate was extracted with methylene chloride and the organic phase was washed with water, dried and evaporated to dryness by az... Starting materials: CCOC(=O)Cc1cccc(NC(=C2C(=O)Nc3ccccc32)c2ccccc2)c1, [Na+], [OH-]. Product: O=C(O)Cc1cccc(NC(=C2C(=O)Nc3ccccc32)c2ccccc2)c1. RXN SMILES: [CH2:1]([CH3:2])[O:3][C:4](=[O:5])[CH2:6][c:7]1[cH:8][c:9]([NH:13][C:14]([c:15]2[cH:16][cH:17][cH:18][cH:19][cH:20]2)=[C:21]2[C:22](=[O:30])[NH:23][c:24]3[cH:25][cH:26][cH:27][cH:28][c:29]32)[cH:10][cH:11][cH:12]1.[Na+:32].[OH-:31]>>[O:3]=[C:4]([OH:5])[CH2:6][c:7]1[cH:8][c:9]([NH:13][C:14]([c:15]2[cH:16][cH:17][cH:18][cH:19][cH:20]2)=[C:21]2[C:22](=[O:30])[NH:23][c:24]3[cH:25][cH:26][cH:27][cH:28][c:29]32)[cH:10][cH:11][cH:12]1. Product: COCC1=C(C=CC(=C1)C(=O)OC)C1=C(C=CC=C1)C (methyl 2-(methoxymethyl)-2′-methylbiphenyl-4-carboxylate). Run in C1(=CC=CC=C1)C (toluene). Reactants: BrC1=C(C=C(C(=O)OC)C=C1)COC (methyl 4-bromo-3-(methoxymethyl)benzoate), C1(=C(C=CC=C1)B(O)O)C (o-tolylboronic acid), C(=O)([O-])[O-].[K+].[K+] (K2CO3). Reaction SMILES: Br[C:2]1[CH:11]=[CH:10][C:5]([C:6]([O:8][CH3:9])=[O:7])=[CH:4][C:3]=1[CH2:12][O:13][CH3:14].[C:15]1([CH3:24])[CH:20]=[CH:19][CH:18]=[CH:17][C:16]=1B(O)O.C([O-])([O-])=O.[K+].[K+]>C1(C)C=CC=CC=1.C1C=CC([P]([Pd]([P](C2C=CC=CC=2)(C2C=CC=CC=2)C2C=CC=CC=2)([P](C2C=CC=CC=2)(C2C=CC=CC=2)C2C=CC=CC=2)[P](C2C=CC=CC=2)(C2C=CC=CC=2)C2C=CC=CC=2)(C2C=CC=CC=2)C2C=CC=CC=2)=CC=1>[CH3:14][O:13][CH2:12][C:3]1[CH:4]=[C:5]([C:6]([O:8][CH3:9])=[O:7])[CH:10]=[CH:11][C:2]=1[C:16]1[CH:17]=[CH:18][CH:19]=[CH:20][C:15]=1[CH3:24] |f:2.3.4,^1:41,43,62,81|. Reagents/catalysts: C=1C=CC(=CC1)[P](C=2C=CC=CC2)(C=3C=CC=CC3)[Pd]([P](C=4C=CC=CC4)(C=5C=CC=CC5)C=6C=CC=CC6)([P](C=7C=CC=CC7)(C=8C=CC=CC8)C=9C=CC=CC9)[P](C=1C=CC=CC1)(C=1C=CC=CC1)C=1C=CC=CC1 (tetrakis(triphenylphosphine)palladium). Reported procedure: A mixture of methyl 4-bromo-3-(methoxymethyl)benzoate (40.0 g, 154 mmol), o-tolylboronic acid (23.1 g, 170 mmol), K2CO3 (106.7 g; 772 mmol) and tetrakis(triphenylphosphine)palladium (0) (1.8 g; 1.54 mmol) was prepared in toluene (200 mL) and water (200 mL) and degassed with N2. The reaction mixture was heated at reflux for 1 hour, and then filtered through a pad of Celite and extracted with EtOAc (1 L). The organic layer was washed with a saturated aqueous solution of NaHCO3 (250 mL), water (250... The product is CCn1cc(Br)nc(N)c1=O. As a reaction SMILES: [CH2:1]([CH3:2])[n:3]1[c:4](=[O:11])[c:5]([Br:10])[n:6][c:7]([Br:9])[cH:8]1.[NH3:12].[O:13]1[CH2:14][CH2:15][O:16][CH2:17][CH2:18]1>>[CH2:1]([CH3:2])[n:3]1[c:4](=[O:11])[c:5]([NH2:12])[n:6][c:7]([Br:9])[cH:8]1. The reactants are CCn1cc(Br)nc(Br)c1=O, N, C1COCCO1. The reactants are CC(C)(C)OC(=O)Nc1ccncc1, [Li]CCCC, C1CCOC1, CC(=O)O, O. Product: CC(C)(C)OC(=O)Nc1ccncc1C(=O)O. RXN SMILES: [C:6]([CH3:7])([CH3:8])([CH3:9])[O:10][C:11](=[O:12])[NH:13][c:14]1[cH:15][cH:16][n:17][cH:18][cH:19]1.[CH2:1]([Li:2])[CH2:3][CH2:4][CH3:5].[CH2:25]1[O:26][CH2:27][CH2:28][CH2:29]1.[CH3:21][C:22]([OH:23])=[O:24].[OH2:20]>>[C:6]([CH3:7])([CH3:8])([CH3:9])[O:10][C:11](=[O:12])[NH:13][c:14]1[c:15]([C:22](=[O:23])[OH:24])[cH:16][n:17][cH:18][cH:19]1. Procedure: 1-(Benzo[d][1,3]dioxol-5-yl)-N-(6-((2-methoxyphenyl)(methyl)amino)pyridin-2-yl)cyclopropanecarboxamide was synthesized using the procedure of 1-(benzo[d][1,3]dioxol-5-yl)-N-(6-(2-methoxyphenylamino)pyridin-2-yl)cyclopropanecarboxamide by reacting 2-methoxy-N-methylaniline with 1-(benzo[d][1,3]dioxol-5-yl)-N-(6-bromopyridin-2-yl)cyclopropanecarboxamide. Reaction SMILES: [O:1]1[C:5]2[CH:6]=[CH:7][C:8]([C:10]3([C:13]([NH:15][C:16]4[CH:21]=[CH:20][CH:19]=[C:18]([NH:22][C:23]5[CH:28]=[CH:27][CH:26]=[CH:25][C:24]=5[O:29][CH3:30])[N:17]=4)=[O:14])[CH2:12][CH2:11]3)=[CH:9][C:4]=2[O:3][CH2:2]1.[CH3:31]OC1C=CC=CC=1NC.O1C2C=CC(C3(C(NC4C=CC=C(Br)N=4)=O)CC3)=CC=2OC1>>[O:1]1[C:5]2[CH:6]=[CH:7][C:8]([C:10]3([C:13]([NH:15][C:16]4[CH:21]=[CH:20][CH:19]=[C:18]([N:22]([C:23]5[CH:28]=[CH:27][CH:26]=[CH:25][C:24]=5[O:29][CH3:30])[CH3:31])[N:17]=4)=[O:14])[CH2:12][CH2:11]3)=[CH:9][C:4]=2[O:3][CH2:2]1. The reactants are O1COC2=C1C=CC(=C2)C2(CC2)C(=O)NC2=NC(=CC=C2)NC2=C(C=CC=C2)OC (1-(benzo[d][1,3]dioxol-5-yl)-N-(6-(2-methoxyphenylamino)pyridin-2-yl)cyclopropanecarboxamide), COC1=C(NC)C=CC=C1 (2-methoxy-N-methylaniline), O1COC2=C1C=CC(=C2)C2(CC2)C(=O)NC2=NC(=CC=C2)Br (1-(benzo[d][1,3]dioxol-5-yl)-N-(6-bromopyridin-2-yl)cyclopropanecarboxamide). Yields the product O1COC2=C1C=CC(=C2)C2(CC2)C(=O)NC2=NC(=CC=C2)N(C)C2=C(C=CC=C2)OC (1-(Benzo[d][1,3]dioxol-5-yl)-N-(6-((2-methoxyphenyl)(methyl)amino)pyridin-2-yl)cyclopropanecarboxamide). Procedure: A mixture of 2-amino-6-trifluoromethoxybenzothiazole (9.4 g) and 1-chloro-2-propylthioethane (6.1 g) in methyl ethyl ketone (30 cc) is heated for 72 hours to boiling. The precipitate formed is filtered off, washed with methyl ethyl ketone (2×20 cc) and recrystallized in 2-propanol (30 cc). 2-Imino-3-(2-propylthioethyl)-6-trifluoromethoxybenzothiazoline hydrochloride (5.8 g), m.p. 187° C., is obtained. Yield: 38.8%. Reactants: NC=1SC2=C(N1)C=CC(=C2)OC(F)(F)F (2-amino-6-trifluoromethoxybenzothiazole), ClCCSCCC (1-chloro-2-propylthioethane). Reaction SMILES: [NH2:1][C:2]1[S:3][C:4]2[CH:10]=[C:9]([O:11][C:12]([F:15])([F:14])[F:13])[CH:8]=[CH:7][C:5]=2[N:6]=1.[Cl:16][CH2:17][CH2:18][S:19][CH2:20][CH2:21][CH3:22]>C(C(C)=O)C>[ClH:16].[NH:1]=[C:2]1[N:6]([CH2:17][CH2:18][S:19][CH2:20][CH2:21][CH3:22])[C:5]2[CH:7]=[CH:8][C:9]([O:11][C:12]([F:15])([F:13])[F:14])=[CH:10][C:4]=2[S:3]1 |f:3.4|. Product: Cl.N=C1SC2=C(N1CCSCCC)C=CC(=C2)OC(F)(F)F (2-Imino-3-(2-propylthioethyl)-6-trifluoromethoxybenzothiazoline hydrochloride). Solvent: C(C)C(=O)C (methyl ethyl ketone). Reactants: Cc1ccccc1, O=CO, CN(C)CCC(c1ccc(N)cc1)c1ncc[nH]1. Product: CN(C)CCC(c1ccc(NC=O)cc1)c1ncc[nH]1. RXN SMILES: [CH3:22][c:23]1[cH:24][cH:25][cH:26][cH:27][cH:28]1.[CH:19](=[O:20])[OH:21].[NH2:1][c:2]1[cH:3][cH:4][c:5]([CH:8]([CH2:9][CH2:10][N:11]([CH3:12])[CH3:13])[c:14]2[nH:15][cH:16][cH:17][n:18]2)[cH:6][cH:7]1>>[NH:1]([c:2]1[cH:3][cH:4][c:5]([CH:8]([CH2:9][CH2:10][N:11]([CH3:12])[CH3:13])[c:14]2[n:15][cH:16][cH:17][nH:18]2)[cH:6][cH:7]1)[CH:19]=[O:20]. Starting materials: O=C(O)C1C[C@H]1c1ccccc1, Cc1ccc(Oc2ccc(N)cc2)cc1. The yield is 63.5%. Reagents/catalysts: CN(C)C(=[N+](C)C)ON1C2=CC=CC=C2N=N1.F[P-](F)(F)(F)(F)F (HBTU), CCN(C(C)C)C(C)C (DIPEA), C1=CC=C2C(=C1)N=NN2O (HOBt). The product is Cc1ccc(Oc2ccc(NC(=O)C3C[C@H]3c3ccccc3)cc2)cc1. As a reaction SMILES: Cc1ccc(Oc2ccc(N)cc2)cc1.O=C(O)C1C[C@H]1c1ccccc1.CN(C)C(=[N+](C)C)ON1C2=CC=CC=C2N=N1.F[P-](F)(F)(F)(F)F.C1=CC=C2C(=C1)N=NN2O.CCN(C(C)C)C(C)C.CN(C)C=O>>Cc1ccc(Oc2ccc(NC(=O)C3C[C@H]3c3ccccc3)cc2)cc1. Conditions: temperature 25 celsius, time 2 hour. The solvent is CN(C)C=O (DMF), CN(C)C=O (DMF), CN(C)C=O (DMF), CN(C)C=O (DMF), CN(C)C=O (DMF), CN(C)C=O (DMF). The reactants are CCN, CCN(C(C)C)C(C)C, Cc1ccc(-c2cn(CC(=O)O)nn2)cc1C(=O)c1ccc(Nc2ccc(F)cc2F)cc1Cl, Cl, CN(C)C=O, O=P(Oc1c(F)c(F)c(F)c(F)c1F)(c1ccccc1)c1ccccc1. The product is CCNC(=O)Cn1cc(-c2ccc(C)c(C(=O)c3ccc(Nc4ccc(F)cc4F)cc3Cl)c2)nn1. Reaction SMILES: [CH2:36]([CH3:37])[NH2:38].[CH:65]([N:66]([CH2:67][CH3:68])[CH:69]([CH3:70])[CH3:71])([CH3:72])[CH3:73].[Cl:1][c:2]1[c:3]([C:4](=[O:5])[c:6]2[cH:7][c:8](-[c:13]3[n:14][n:15][n:16]([CH2:18][C:19](=[O:20])[OH:21])[cH:17]3)[cH:9][cH:10][c:11]2[CH3:12])[cH:22][cH:23][c:24]([NH:26][c:27]2[c:28]([F:34])[cH:29][c:30]([F:33])[cH:31][cH:32]2)[cH:25]1.[ClH:35].[O:74]=[CH:75][N:76]([CH3:77])[CH3:78].[c:39]1([P:40]([c:41]2[cH:42][cH:43][cH:44][cH:45][cH:46]2)(=[O:47])[O:48][c:49]2[c:50]([F:51])[c:52]([F:53])[c:54]([F:55])[c:56]([F:57])[c:58]2[F:59])[cH:60][cH:61][cH:62][cH:63][cH:64]1>>[Cl:1][c:2]1[c:3]([C:4](=[O:5])[c:6]2[cH:7][c:8](-[c:13]3[n:14][n:15][n:16]([CH2:18][C:19](=[O:20])[NH:38][CH2:36][CH3:37])[cH:17]3)[cH:9][cH:10][c:11]2[CH3:12])[cH:22][cH:23][c:24]([NH:26][c:27]2[c:28]([F:34])[cH:29][c:30]([F:33])[cH:31][cH:32]2)[cH:25]1.